describe an organic reaction: reactants, conditions, products, and yield From a dataset of the Open Reaction Database (ORD), a public repository of structured organic reaction records. The reactants are [Al+3], CCOC(=O)C1CC=C(F)CC1, [H-], [H-], [H-], [H-], [Li+], C1CCOC1. Product: OCC1CC=C(F)CC1. RXN SMILES: [Al+3:2].[F:7][C:8]1=[CH:9][CH2:10][CH:11]([C:14](=[O:15])[O:16][CH2:17][CH3:18])[CH2:12][CH2:13]1.[H-:1].[H-:4].[H-:5].[H-:6].[Li+:3].[O:19]1[CH2:20][CH2:21][CH2:22][CH2:23]1>>[F:7][C:8]1=[CH:9][CH2:10][CH:11]([CH2:14][OH:15])[CH2:12][CH2:13]1.